From a dataset of the Open Reaction Database (ORD), a public repository of structured organic reaction records. describe an organic reaction: reactants, conditions, products, and yield The reactants are SC=1N(C=CN1)C1=CC=CC=C1 (2-mercapto-1-phenylimidazole), [H-].[Na+] (sodium hydride), FC1=CC=C(C=C1)[N+](=O)[O-] (1-fluoro-4-nitrobenzene). Solvent: CN(C=O)C (N,N-dimethylformamide). Run at time 10 minute. Yields the product [N+](=O)([O-])C1=CC=C(C=C1)SC=1N(C=CN1)C1=CC=CC=C1 (2-[(4-Nitrophenyl)thio]-1-phenyl-1H-imidazole). Yield: 26.6%. As a reaction SMILES: [H-].[Na+].[SH:3][C:4]1[N:5]([C:9]2[CH:14]=[CH:13][CH:12]=[CH:11][CH:10]=2)[CH:6]=[CH:7][N:8]=1.F[C:16]1[CH:21]=[CH:20][C:19]([N+:22]([O-:24])=[O:23])=[CH:18][CH:17]=1>CN(C)C=O>[N+:22]([C:19]1[CH:20]=[CH:21][C:16]([S:3][C:4]2[N:5]([C:9]3[CH:14]=[CH:13][CH:12]=[CH:11][CH:10]=3)[CH:6]=[CH:7][N:8]=2)=[CH:17][CH:18]=1)([O-:24])=[O:23] |f:0.1|. Procedure: To a mixture of 0.6 g (13.6 mmoles) of 50% sodium hydride in mineral oil and 8 ml of N,N-dimethylformamide was added 2.0 g (11.4 mmoles) of 2-mercapto-1-phenylimidazole. After stirring for 10 minutes the mixture was cooled in an icebath and 2.1 g (14.8 mmoles) of 1-fluoro-4-nitrobenzene was added. After stirring for 20 minutes, the mixture was warmed to room temperature and stirred for 3 hours. Ice was added and the mixture partitioned between dichloromethane and water. The aqueous phase was sep... Reactants: [Br-], CCOCC, CC[Mg+], COc1ccc(-c2cc3ccccc3c(Cl)n2)cc1, [Cl-], [NH4+], Cl[Ni]Cl, C1CCOC1. The product is COc1ccc(-c2cc3ccccc3c(C)n2)cc1. RXN SMILES: [Br-:25].[CH2:20]([O:21][CH2:22][CH3:23])[CH3:24].[CH2:26]([Mg+:27])[CH3:28].[CH3:1][O:2][c:3]1[cH:4][cH:5][c:6](-[c:9]2[n:10][c:11]([Cl:19])[c:12]3[cH:13][cH:14][cH:15][cH:16][c:17]3[cH:18]2)[cH:7][cH:8]1.[Cl-:29].[NH4+:30].[Ni:36]([Cl:37])[Cl:38].[O:31]1[CH2:32][CH2:33][CH2:34][CH2:35]1>>[CH3:1][O:2][c:3]1[cH:4][cH:5][c:6](-[c:9]2[n:10][c:11]([CH3:20])[c:12]3[cH:13][cH:14][cH:15][cH:16][c:17]3[cH:18]2)[cH:7][cH:8]1.